This data is from the Open Reaction Database (ORD), a public repository of structured organic reaction records. The task is: describe an organic reaction: reactants, conditions, products, and yield Reactants: ClCCl, CC(C)(C)OC(=O)NC1Cc2c(F)cccc2C1O, O=C(O)C(F)(F)F. The product is NC1Cc2c(F)cccc2C1O. Reaction SMILES: [Cl:27][CH2:28][Cl:29].[F:1][c:2]1[c:3]2[c:7]([cH:8][cH:9][cH:10]1)[CH:6]([OH:11])[CH:5]([NH:12][C:13](=[O:14])[O:15][C:16]([CH3:17])([CH3:18])[CH3:19])[CH2:4]2.[F:20][C:21]([F:22])([F:23])[C:24]([OH:25])=[O:26]>>[F:1][c:2]1[c:3]2[c:7]([cH:8][cH:9][cH:10]1)[CH:6]([OH:11])[CH:5]([NH2:12])[CH2:4]2. Isolated yield 38.8%. Starting materials: N1C=CC2=CC(=CC=C12)CNC ((1H-indol-5-yl-methyl)-methyl-amine), Cl.O=C1CCC=2C=C(C=NC2N1)/C=C/C(=O)O ((E)-3-(7-oxo-5,6,7,8-tetrahydro-[1,8]naphthyridin-3yl)acrylic acid hydrochloride). Yields the product N1C=CC2=CC(=CC=C12)CN(C(\C=C\C=1C=NC=2NC(CCC2C1)=O)=O)C ((E)-N-(1H-Indol-5-ylmethyl)-N-methyl-3-(7-oxo-5,6,7,8-tetrahydro-[1,8]naphthyridin-3-yl)-acrylamide). Procedure: According to the procedure of Example 35g (1H-indol-5-yl-methyl)-methyl-amine (257 mg, 1.62 mmol) and (E)-3-(7-oxo-5,6,7,8-tetrahydro-[1,8]naphthyridin-3yl)acrylic acid hydrochloride (312 mg, 1.23 mmol), were coupled to give crude product. Purification by column chromatography (silica gel, 5% MeOH/CH2Cl2) gave the title compound (172 mg, 39%) as a white solid and a mixture of amide rotomers: 1H NMR (300 MHz, DMSO-d6) δ 11.06-11.05 (m, 1H), 10.63-10.61 (m, 1H), 8.36-8.34 (m, 1H), 8.06 (s, 1H), 7.... Reaction SMILES: [NH:1]1[C:9]2[C:4](=[CH:5][C:6]([CH2:10][NH:11][CH3:12])=[CH:7][CH:8]=2)[CH:3]=[CH:2]1.Cl.[O:14]=[C:15]1[NH:24][C:23]2[N:22]=[CH:21][C:20](/[CH:25]=[CH:26]/[C:27]([OH:29])=O)=[CH:19][C:18]=2[CH2:17][CH2:16]1>>[NH:1]1[C:9]2[C:4](=[CH:5][C:6]([CH2:10][N:11]([CH3:12])[C:27](=[O:29])/[CH:26]=[CH:25]/[C:20]3[CH:21]=[N:22][C:23]4[NH:24][C:15](=[O:14])[CH2:16][CH2:17][C:18]=4[CH:19]=3)=[CH:7][CH:8]=2)[CH:3]=[CH:2]1 |f:1.2|. The reactants are COC1=C(N)C=C(C=C1)[N+](=O)[O-] (2-Methoxy-5-nitroaniline), BrC1=C(C=CC=C1)CBr (1-bromo-2-(bromomethyl)benzene). The product is BrC1=C(CN(C2=C(C=CC(=C2)[N+](=O)[O-])OC)CC2=C(C=CC=C2)Br)C=CC=C1 (N,N-bis(2-bromobenzyl)-N-(2-methoxy-5-nitrophenyl)amine). RXN SMILES: [CH3:1][O:2][C:3]1[CH:9]=[CH:8][C:7]([N+:10]([O-:12])=[O:11])=[CH:6][C:4]=1[NH2:5].[Br:13][C:14]1[CH:19]=[CH:18][CH:17]=[CH:16][C:15]=1[CH2:20]Br>>[Br:13][C:14]1[CH:19]=[CH:18][CH:17]=[CH:16][C:15]=1[CH2:20][N:5]([CH2:20][C:15]1[CH:16]=[CH:17][CH:18]=[CH:19][C:14]=1[Br:13])[C:4]1[CH:6]=[C:7]([N+:10]([O-:12])=[O:11])[CH:8]=[CH:9][C:3]=1[O:2][CH3:1]. Reported procedure: 2-Methoxy-5-nitroaniline and 1-bromo-2-(bromomethyl)benzene were processed as described in Example 2A to provide the title compound. The reactants are BrC=1C=CC(=NC1)C#C[Si](C)(C)C(C)(C)C (5-bromo-2-((tert-butyldimethylsilyl)ethynyl)pyridine), CO (methanol), C1(=CC=C(C=C1)B(O)O)C (p-tolyl-boronic acid), bis(triphenyphosphine) dichloropalladium, C(=O)([O-])[O-].[Na+].[Na+] (Na2CO3). The solvent is O1CCOCC1 (1,4-dioxane). Yields the product [Si](C)(C)(C(C)(C)C)C#CC1=NC=C(C=C1)C1=CC=C(C=C1)C (2-((tert-Butyldimethylsilyl)ethynyl)-5-p-tolylpyridine). As a reaction SMILES: Br[C:2]1[CH:3]=[CH:4][C:5]([C:8]#[C:9][Si:10]([C:13]([CH3:16])([CH3:15])[CH3:14])([CH3:12])[CH3:11])=[N:6][CH:7]=1.CO.[C:19]1([CH3:28])[CH:24]=[CH:23][C:22](B(O)O)=[CH:21][CH:20]=1.C([O-])([O-])=O.[Na+].[Na+]>O1CCOCC1>[Si:10]([C:9]#[C:8][C:5]1[CH:4]=[CH:3][C:2]([C:22]2[CH:23]=[CH:24][C:19]([CH3:28])=[CH:20][CH:21]=2)=[CH:7][N:6]=1)([C:13]([CH3:16])([CH3:15])[CH3:14])([CH3:12])[CH3:11] |f:3.4.5|. Reported procedure: 4.6 g (15.00 mmol) 5-bromo-2-((tert-butyldimethylsilyl)ethynyl)pyridine are added to 12 mL methanol and 50 mL 1,4-dioxane. Then the mixture is charged with 2.40 g (17.3 mmol) p-tolyl-boronic acid, 0.1 g (0.15 mmol) bis(triphenyphosphine)-dichloropalladium and 16.5 mL (33.0 mmol) of a 2N aq. Na2CO3 solution. The reaction mixture is stirred at reflux for 2 h. Then the solvent is removed in vacuo to some extent and the residue is diluted with EtOAc and water. The organic layer is sequently washed w... As a reaction SMILES: [C:30]([OH:31])(=[O:32])[CH3:33].[CH3:34][CH2:35][O:36][C:37]([CH3:38])=[O:39].[c:1]1([CH2:7][CH2:8][CH2:9][CH2:10][CH2:11][CH2:12][C:13](=[O:14])[c:15]2[o:16][c:17](-[c:20]3[c:21]([C:22](=[O:23])[O:24][CH3:25])[cH:26][cH:27][cH:28][n:29]3)[cH:18][n:19]2)[cH:2][cH:3][cH:4][cH:5][cH:6]1>>[c:1]1([CH2:7][CH2:8][CH2:9][CH2:10][CH2:11][CH2:12][C:13](=[O:14])[c:15]2[o:16][c:17](-[c:20]3[c:21]([C:22](=[O:23])[OH:24])[cH:26][cH:27][cH:28][n:29]3)[cH:18][n:19]2)[cH:2][cH:3][cH:4][cH:5][cH:6]1. The product is O=C(CCCCCCc1ccccc1)c1ncc(-c2ncccc2C(=O)O)o1. The reactants are CC(=O)O, CCOC(C)=O, COC(=O)c1cccnc1-c1cnc(C(=O)CCCCCCc2ccccc2)o1.